From a dataset of the Open Reaction Database (ORD), a public repository of structured organic reaction records. describe an organic reaction: reactants, conditions, products, and yield Reactants: [OH-].[Na+] (sodium hydroxide), [Na].OC1=C(C=CC(=C1CCC)COC1=CC=C(C=C1)CC1=NN=NN1)C(C)=O (1-[2-Hydroxy-3-propyl-4-((4-(1H-tetrazol-5-ylmethyl)phenoxy)methyl)phenyl]ethanone sodium salt), BrCCCBr (1,3-Dibromopropane). Solvent: C1CCOC1 (THF). Conditions: time 24 hour. Yields the product C(C)(=O)C1=C(C(=C(C=C1)COC1=CC=C(C=C1)CC=1N=NN(N1)CCCBr)CCC)O (5-[(4-((4-Acetyl-3-hydroxy-2-propylphenyl)methoxy)phenyl)methyl]-2-(3-bromopropyl)-2H-tetrazole). Yield: 15.8%. RXN SMILES: [Na].[OH:2][C:3]1[C:8]([CH2:9][CH2:10][CH3:11])=[C:7]([CH2:12][O:13][C:14]2[CH:19]=[CH:18][C:17]([CH2:20][C:21]3[NH:25][N:24]=[N:23][N:22]=3)=[CH:16][CH:15]=2)[CH:6]=[CH:5][C:4]=1[C:26](=[O:28])[CH3:27].[OH-].[Na+].[Br:31][CH2:32][CH2:33][CH2:34]Br>C1COCC1>[C:26]([C:4]1[CH:5]=[CH:6][C:7]([CH2:12][O:13][C:14]2[CH:19]=[CH:18][C:17]([CH2:20][C:21]3[N:22]=[N:23][N:24]([CH2:34][CH2:33][CH2:32][Br:31])[N:25]=3)=[CH:16][CH:15]=2)=[C:8]([CH2:9][CH2:10][CH3:11])[C:3]=1[OH:2])(=[O:28])[CH3:27] |f:0.1,2.3,^1:0|. Procedure: 1-[2-Hydroxy-3-propyl-4-((4-(1H-tetrazol-5-ylmethyl)phenoxy)methyl)phenyl]ethanone sodium salt (15 g, 0.039 mol) was added to THF (150 ml) and the minimum amount of lN sodium hydroxide soluton was added to effect solution. 1,3-Dibromopropane (12.12 g, 0.06 mol) was added and the reaction solution was stirred at room temperature for 24 hours. The reaction mixuture was concentrated in vacuo. Water was added to the concentrate and the resultant mixture was extracted with ethyl acetate (3×). The org... Starting materials: C(CC)N1C(C(=NC2=CC=CC=C12)N)=O (1-n-propyl-1,2-dihydro-2-oxo-3-aminoquinoxaline), Cl (hydrogen chloride), Cl (hydrochloride). Run in C(C)O (ethanol). Product: Cl.C(CC)N1C(C(=NC2=CC=CC=C12)N)=O (1-n-propyl-1,2-dihydro-2-oxo-3-aminoquinoxaline hydrochloride). Isolated yield 80.0%. As a reaction SMILES: [CH2:1]([N:4]1[C:13]2[C:8](=[CH:9][CH:10]=[CH:11][CH:12]=2)[N:7]=[C:6]([NH2:14])[C:5]1=[O:15])[CH2:2][CH3:3].[ClH:16]>C(O)C>[ClH:16].[CH2:1]([N:4]1[C:13]2[C:8](=[CH:9][CH:10]=[CH:11][CH:12]=2)[N:7]=[C:6]([NH2:14])[C:5]1=[O:15])[CH2:2][CH3:3] |f:3.4|. Procedure: The crystals of compound 4 obtained above are suspended in ethanol. An ethanolic solution of hydrogen chloride gas is then added: the base dissolves and the hydrochloride then begins to precipitate out. After cooling and dilution with ethyl ether, the crystals are filtered off and then washed with a 50/50 ethanol/ethyl ether mixture, and then with ethyl ether. After drying, 4.25 g (yield 80%) of compound 5 are recovered in the form of white crystals. Starting materials: O=C1Nc2ccc(OCCCCO)cc2CO1, O=S(Cl)Cl, c1ccncc1. Yields the product O=C1Nc2ccc(OCCCCCl)cc2CO1. RXN SMILES: [OH:1][CH2:2][CH2:3][CH2:4][CH2:5][O:6][c:7]1[cH:8][cH:9][c:10]2[c:11]([cH:17]1)[CH2:12][O:13][C:14](=[O:16])[NH:15]2.[S:18]([Cl:19])([Cl:20])=[O:21].[cH:22]1[cH:23][cH:24][n:25][cH:26][cH:27]1>>[CH2:2]([CH2:3][CH2:4][CH2:5][O:6][c:7]1[cH:8][cH:9][c:10]2[c:11]([cH:17]1)[CH2:12][O:13][C:14](=[O:16])[NH:15]2)[Cl:20]. The reactants are S(O)(O)(=O)=O (sulfuric acid), NC1=C(C=O)C=CC=C1 (2-aminobenzaldehyde), O=C(C(=O)O)CC (2-oxobutyric acid), [O-]CC.[Na+] (sodium ethoxide), C([O-])(O)=O.[Na+] (sodium bicarbonate). Solvent: C(C)O (ethanol). Run at temperature 0 celsius. The product is CC=1C(=NC2=CC=CC=C2C1)C(=O)OCC (ethyl 3-methylquinoline-2-carboxylate). As a reaction SMILES: [NH2:1][C:2]1[CH:9]=[CH:8][CH:7]=[CH:6][C:3]=1[CH:4]=O.O=[C:11]([CH2:15][CH3:16])[C:12]([OH:14])=[O:13].[O-][CH2:18][CH3:19].[Na+].S(=O)(=O)(O)O.C(=O)(O)[O-].[Na+]>C(O)C>[CH3:16][C:15]1[C:11]([C:12]([O:14][CH2:18][CH3:19])=[O:13])=[N:1][C:2]2[C:3]([CH:4]=1)=[CH:6][CH:7]=[CH:8][CH:9]=2 |f:2.3,5.6|. Procedure details: A solution of 2-aminobenzaldehyde, 2-oxobutyric acid (13.5 g, 132 mmol), and sodium ethoxide (13.5 g, 198 mmol) in ethanol (331 mL) was refluxed for 20 h. After being cooled to 0° C., 96% sulfuric acid (10.6 mL, 97.9 mmol) was added. The reaction mixture was refluxed for 20 h. After being cooled to 0° C., the reaction mixture was basified to pH 8-9 with saturated sodium bicarbonate, and the mixture was extracted with chloroform. The organic layer was washed with water and saturated brine, dried ...